From a dataset of the Open Reaction Database (ORD), a public repository of structured organic reaction records. describe an organic reaction: reactants, conditions, products, and yield The reactants are C(C)(=O)OCC (ethyl acetate), B(Br)(Br)Br (Boron tribromide), COC1=CC2=C(C=C(O2)C(=O)OC)C=C1 (methyl 6-methoxybenzofuran-2-carboxylate), ice water. Solvent: ClCCl (dichloromethane). Run at time 1 day. Product: OC1=CC2=C(C=C(O2)C(=O)OC)C=C1 (methyl 6-hydroxybenzofuran-2-carboxylate). Yield: 10.1%. As a reaction SMILES: B(Br)(Br)Br.C[O:6][C:7]1[CH:19]=[CH:18][C:10]2[CH:11]=[C:12]([C:14]([O:16][CH3:17])=[O:15])[O:13][C:9]=2[CH:8]=1.C(OCC)(=O)C>ClCCl>[OH:6][C:7]1[CH:19]=[CH:18][C:10]2[CH:11]=[C:12]([C:14]([O:16][CH3:17])=[O:15])[O:13][C:9]=2[CH:8]=1. Procedure details: Boron tribromide (24.9 g) was added dropwise to a solution of methyl 6-methoxybenzofuran-2-carboxylate (18.6 g) in dichloromethane (200 ml) at 0° C., followed by stirring at room temperature for 1 day. The reaction mixture was poured over ice water; ethyl acetate (300 ml) was added. After the organic layer was washed with water and dried (MgSO4), the solvent was distilled off; 10% hydrochloric acid-methanol (60 ml) was added to the residue, followed by heating at 70° to 80° C. for 5 hours. The r... Reactants: NC1=NC=C(C=C1)Br (2-amino-5-bromopyridine), C(C)(=O)O (acetic acid), [OH-].[Na+] (sodium hydroxide), O (water). Product: BrC=1C=CC(=NC1)NC(C)=O (N-(5-Bromo-pyridin-2-yl)-acetamide). Reaction conditions: time 1 hour. Procedure details: A solution of 25.0 g (144 mmol) of 2-amino-5-bromopyridine in 50 mL of acetic acid and 250 mL of acetic anhydride was heated at reflux for about 2 hours. The reaction mixture was then cooled and poured into 750 mL of water with stirring. After about 1 hour, the solution was adjusted to pH=10 with 50% sodium hydroxide solution and the precipitate was filtered, washed with water and dried to give 26.5 g of the title product as a white flaky solid, mp 175-176° C. 1H nmr (deuteriochloroform): δ=8.29... RXN SMILES: [NH2:1][C:2]1[CH:7]=[CH:6][C:5]([Br:8])=[CH:4][N:3]=1.O.[OH-].[Na+].[C:12](O)(=[O:14])[CH3:13]>C(OC(=O)C)(=O)C>[Br:8][C:5]1[CH:6]=[CH:7][C:2]([NH:1][C:12](=[O:14])[CH3:13])=[N:3][CH:4]=1 |f:2.3|. The solvent is C(C)(=O)OC(C)=O (acetic anhydride). Starting materials: O=C([O-])O, CC#N, O=C(OO)c1cccc(Cl)c1, [Na+], [Na+], [Na+], C=CCOC1CCC(n2c(=O)c(Cc3ccc(-c4ccccc4C#N)cc3)c(CCC)n3ncnc23)CC1, O=S([O-])([O-])=S. Product: CCCc1c(Cc2ccc(-c3ccccc3C#N)cc2)c(=O)n(C2CCC(OCC3CO3)CC2)c2ncnn12. RXN SMILES: [C:50](=[O:51])([O-:52])[OH:53].[CH3:62][C:63]#[N:64].[Cl:39][c:40]1[cH:41][cH:42][cH:43][c:44]([C:45]([O:46][OH:48])=[O:47])[cH:49]1.[Na+:54].[Na+:60].[Na+:61].[O:1]=[c:2]1[n:3]([CH:29]2[CH2:30][CH2:31][CH:32]([O:35][CH2:36][CH:37]=[CH2:38])[CH2:33][CH2:34]2)[c:4]2[n:5]([c:6]([CH2:23][CH2:24][CH3:25])[c:7]1[CH2:8][c:9]1[cH:10][cH:11][c:12](-[c:15]3[c:16]([C:21]#[N:22])[cH:17][cH:18][cH:19][cH:20]3)[cH:13][cH:14]1)[n:26][cH:27][n:28]2.[S:55]([O-:56])([O-:57])(=[O:58])=[S:59]>>[O:1]=[c:2]1[n:3]([CH:29]2[CH2:30][CH2:31][CH:32]([O:35][CH2:36][CH:37]3[CH2:38][O:47]3)[CH2:33][CH2:34]2)[c:4]2[n:5]([c:6]([CH2:23][CH2:24][CH3:25])[c:7]1[CH2:8][c:9]1[cH:10][cH:11][c:12](-[c:15]3[c:16]([C:21]#[N:22])[cH:17][cH:18][cH:19][cH:20]3)[cH:13][cH:14]1)[n:26][cH:27][n:28]2.